This data is from the Open Reaction Database (ORD), a public repository of structured organic reaction records. The task is: describe an organic reaction: reactants, conditions, products, and yield Reactants: C(C)(C)C1=NC(=C(C(=C1C=O)C1=CC=C(C=C1)F)CCCCC)C(C)C (2,6-Diisopropyl-4-(4-fluorophenyl)-5-pentyl-3-pyridine-carboxaldehyde), Cl.CNC (dimethylamine hydrochloride). Solvent: CCOCC.C(Cl)Cl (ether CH2Cl2). The product is C(C)(C)C1=NC(=C(C(=C1CN(C)C)C1=CC=C(C=C1)F)CCCCC)C(C)C (2,6-Diisopropyl-3-(dimethylamino)methyl-4-(4-fluorophenyl)-5-pentyl-pyridine). Reaction SMILES: [CH:1]([C:4]1[C:9]([CH:10]=O)=[C:8]([C:12]2[CH:17]=[CH:16][C:15]([F:18])=[CH:14][CH:13]=2)[C:7]([CH2:19][CH2:20][CH2:21][CH2:22][CH3:23])=[C:6]([CH:24]([CH3:26])[CH3:25])[N:5]=1)([CH3:3])[CH3:2].Cl.[CH3:28][NH:29][CH3:30]>CCOCC.C(Cl)Cl>[CH:1]([C:4]1[C:9]([CH2:10][N:29]([CH3:30])[CH3:28])=[C:8]([C:12]2[CH:17]=[CH:16][C:15]([F:18])=[CH:14][CH:13]=2)[C:7]([CH2:19][CH2:20][CH2:21][CH2:22][CH3:23])=[C:6]([CH:24]([CH3:26])[CH3:25])[N:5]=1)([CH3:3])[CH3:2] |f:1.2,3.4|. Reported procedure: The title compound was prepared from 2,6-diisopropyl-4-(4-fluorophenyl)-5-pentyl-3-pyridinecarboxaldehyde (Example 114, Step A) and dimethylamine hydrochloride, according to the procedures described in Example 120. 1H NMR (300 MHz, CDCl3): δ 7.09 (m, 4 H), 3.49 (septet, J=6.6 Hz, 1 H), 3.21 (septet, J=6.6 Hz, 1 H), 3.05 (s, 2 H), 2.22 (t, J=5.2 Hz, 2 H), 1.99 (s, 6 H), 1.18 (m, 18 H), 0.790 (t, J =6.3 Hz, 3 H). FAB-MS: calcd for (C25H37FN2) 384, found 385 (M+H). Anal. Calcd for C23H37FN2: C, 78....